From a dataset of the Open Reaction Database (ORD), a public repository of structured organic reaction records. describe an organic reaction: reactants, conditions, products, and yield Reactants: C(C)(=O)O.C(C)OC1=CC=NN1C1=CC=C(C=C1)C1=NN(C2=NC=NC(=C21)N)[C@@H]2CC[C@H](CC2)N2CCN(CC2)C (trans-3-[4-(5-ethoxy-1H-1-pyrazolyl)phenyl]-1-[4-(4-methylpiperazino)cyclohexyl]-1H-pyrazolo[3,4-d]pyrimidin-4-amine acetate). Run in Br (hydrobromic acid), C(C)(=O)O (acetic acid). Product: C(C)(=O)O.C(C)(=O)O.NC1=C2C(=NC=N1)N(N=C2C2=CC=C(C=C2)N2N=C(CC2=O)C)[C@@H]2CC[C@H](CC2)N2CCN(CC2)C (trans-1-(4-{4-amino-1-[4-(4-methylpiperazino)cyclohexyl]-1H-pyrazolo[3,4-d]pyrimidin-3-yl}phenyl)-3-methyl-4,5-dihydro-1H-5-pyrazolone diacetate). The yield is 170.1%. As a reaction SMILES: [C:1]([OH:4])(=[O:3])[CH3:2].C([O:7][C:8]1[N:12]([C:13]2[CH:18]=[CH:17][C:16]([C:19]3[C:27]4[C:22](=[N:23][CH:24]=[N:25][C:26]=4[NH2:28])[N:21]([C@H:29]4[CH2:34][CH2:33][C@H:32]([N:35]5[CH2:40][CH2:39][N:38]([CH3:41])[CH2:37][CH2:36]5)[CH2:31][CH2:30]4)[N:20]=3)=[CH:15][CH:14]=2)[N:11]=[CH:10][CH:9]=1)C>Br.C(O)(=O)C>[C:1]([OH:4])(=[O:3])[CH3:2].[C:1]([OH:4])(=[O:3])[CH3:2].[NH2:28][C:26]1[N:25]=[CH:24][N:23]=[C:22]2[N:21]([C@H:29]3[CH2:30][CH2:31][C@H:32]([N:35]4[CH2:40][CH2:39][N:38]([CH3:41])[CH2:37][CH2:36]4)[CH2:33][CH2:34]3)[N:20]=[C:19]([C:16]3[CH:15]=[CH:14][C:13]([N:12]4[C:8](=[O:7])[CH2:9][C:10]([CH3:1])=[N:11]4)=[CH:18][CH:17]=3)[C:27]=12 |f:0.1,4.5.6|. Procedure details: A solution of trans-3-[4-(5-ethoxy-1H-1-pyrazolyl)phenyl]-1-[4-(4-methylpiperazino)cyclohexyl]-1H-pyrazolo[3,4-d]pyrimidin-4-amine acetate (0.100 g, 0.000194 mol) in 30% hydrobromic acid in acetic acid (2.5 mL) was heated at reflux for 1.5 hours. The reaction mixture was concentrated under reduced pressure and the residue neutralized with concentrated solution of ammonium hydroxide in water. The resulting suspension was concentrated under reduced pressure and the residue was purified by preparat... RXN SMILES: [NH2:1][C:2]1[CH:34]=[CH:33][C:5]([C:6]([N:8]([CH2:16][CH2:17][N:18]2[CH2:23][CH2:22][CH:21]([C:24](=[O:32])[C:25]3[CH:30]=[CH:29][C:28]([F:31])=[CH:27][CH:26]=3)[CH2:20][CH2:19]2)[C:9]2[CH:14]=[CH:13][CH:12]=[C:11]([CH3:15])[CH:10]=2)=[O:7])=[CH:4][CH:3]=1.[C:35](OC(=O)C)(=[O:37])[CH3:36]>>[C:35]([NH:1][C:2]1[CH:3]=[CH:4][C:5]([C:6]([N:8]([CH2:16][CH2:17][N:18]2[CH2:23][CH2:22][CH:21]([C:24](=[O:32])[C:25]3[CH:26]=[CH:27][C:28]([F:31])=[CH:29][CH:30]=3)[CH2:20][CH2:19]2)[C:9]2[CH:14]=[CH:13][CH:12]=[C:11]([CH3:15])[CH:10]=2)=[O:7])=[CH:33][CH:34]=1)(=[O:37])[CH3:36]. Product: C(C)(=O)NC1=CC=C(C(=O)N(C2=CC(=CC=C2)C)CCN2CCC(CC2)C(C2=CC=C(C=C2)F)=O)C=C1 (4-Acetylamino-N-{2-[4-(4-fluorobenzoyl)piperidino]ethyl}-N-(3-methylphenyl)benzamide). Reported procedure: Using 4-amino-N-{2-[4-(4-fluorobenzoyl)piperidino]ethyl}-N-(3-methylphenyl)benzamide (285.0 mg, 0.62 mmol) and acetic anhydride (0.071 ml, 0.74 mmol), the procedure of Inventive Example 94 was repeated to obtain 311.8 mg (99.9%) of the title compound in a colorless amorphous form. Starting materials: NC1=CC=C(C(=O)N(C2=CC(=CC=C2)C)CCN2CCC(CC2)C(C2=CC=C(C=C2)F)=O)C=C1 (4-amino-N-{2-[4-(4-fluorobenzoyl)piperidino]ethyl}-N-(3-methylphenyl)benzamide), C(C)(=O)OC(C)=O (acetic anhydride). Isolated yield 100.3%.